Dataset: the Open Reaction Database (ORD), a public repository of structured organic reaction records. Task: describe an organic reaction: reactants, conditions, products, and yield Reactants: IC1=C(C(=CC=2CCCCC12)CNC(CCl)=O)O (1-Iodo-3-(N-chloroacetylaminomethyl)-5,6,7,8-tetrahydro-2-naphthol), Cl (hydrochloric acid). Procedure details: A solution of 1.08 g of N-chloroacetylamino compound (prepared in Example 2) in 10 ml of ethanol was mixed with 2 ml of concentrated hydrochloric acid and heated under reflux for 5 hours. The reaction mixture was concentrated under vacuum, and the residue was recrystallized from a solvent comprising a mixture of methanol and diethyl ether, giving 680 mg of a white crystal of the title compound having the following physical properties. Isolated yield 70.4%. As a reaction SMILES: [I:1][C:2]1[C:11]2[CH2:10][CH2:9][CH2:8][CH2:7][C:6]=2[CH:5]=[C:4]([CH2:12][NH:13]C(=O)C[Cl:16])[C:3]=1[OH:18].Cl>C(O)C>[ClH:16].[I:1][C:2]1[C:11]2[CH2:10][CH2:9][CH2:8][CH2:7][C:6]=2[CH:5]=[C:4]([CH2:12][NH2:13])[C:3]=1[OH:18] |f:3.4|. Run in C(C)O (ethanol). The product is Cl.IC1=C(C(=CC=2CCCCC12)CN)O (1-Iodo-3-aminomethyl-5,6,7,8-tetrahydro-2-naphthol Hydrochloride).